This data is from the Open Reaction Database (ORD), a public repository of structured organic reaction records. The task is: describe an organic reaction: reactants, conditions, products, and yield The reactants are O(C[*:2])[*:1] (poly(oxymethylene)), FC1=CC=C(C=C1)CN1C(=NC2=C1C=CC=C2)NC2CCNCC2 (1-[(4-fluorophenyl)methyl]-N-(4-piperidinyl)-1H-benzimidazol-2-amine), C(C)(=O)O (acetic acid), CC=1N=C2N(C=CC=C2)C1 (2-methylimidazo[1,2-a]pyridine), [OH-].[Na+] (sodium hydroxide). Solvent: O (water). Conditions: temperature 50 celsius, time 2 hour. Product: FC1=CC=C(C=C1)CN1C(=NC2=C1C=CC=C2)NC2CCN(CC2)CC2=C(N=C1N2C=CC=C1)C (1-[(4-fluorophenyl)methyl]-N-[1-[(2-methylimidazo[1,2-a]pyridin-3-yl)methyl]-4-piperidinyl]-1H-benzimidazol-2-amine). Isolated yield 30.0%. Reaction SMILES: [F:1][C:2]1[CH:7]=[CH:6][C:5]([CH2:8][N:9]2[C:13]3[CH:14]=[CH:15][CH:16]=[CH:17][C:12]=3[N:11]=[C:10]2[NH:18][CH:19]2[CH2:24][CH2:23][NH:22][CH2:21][CH2:20]2)=[CH:4][CH:3]=1.[C:25](O)(=O)[CH3:26].C[C:30]1[N:31]=[C:32]2[CH:37]=[CH:36][CH:35]=[CH:34][N:33]2[CH:38]=1.[OH-].[Na+]>O>[F:1][C:2]1[CH:7]=[CH:6][C:5]([CH2:8][N:9]2[C:13]3[CH:14]=[CH:15][CH:16]=[CH:17][C:12]=3[N:11]=[C:10]2[NH:18][CH:19]2[CH2:20][CH2:21][N:22]([CH2:30][C:38]3[N:33]4[CH:34]=[CH:35][CH:36]=[CH:37][C:32]4=[N:31][C:25]=3[CH3:26])[CH2:23][CH2:24]2)=[CH:4][CH:3]=1 |f:3.4|. Reported procedure: To a stirred and cooled (0° C.) mixture of 3.8 parts of poly(oxymethylene) 37%, 15.5 parts of 1-[(4-fluorophenyl)methyl]-N-(4-piperidinyl)-1H-benzimidazol-2-amine and 7 parts of glacial acetic acid were added 6.5 parts of 2-methylimidazo[1,2-a]pyridine under nitrogen atmosphere. The whole was heated slowly to 50° C. and stirring was continued at 50° C. for 2 hours. After stirring was continued overnight at room temperature, the reaction mixture was poured into water and the whole was made alkali... Starting materials: methyl ester, C(C1=CC=CC=C1)OC=1C=2CN(CCN(CCN(CC(=CC1)N2)CC(=O)O)CC(=O)OC)CC(=O)OC ((12-benzyloxy-6,9-bis(methoxy-carbonylmethyl)-3,6,9,15-tetraazabicyclo[9.3.1]pentadeca-1(14),11(15),12-trien-3-yl)acetic acid), [OH-].[Na+] (NaOH). Solvent: CO (methanol). Product: C(C1=CC=CC=C1)OC=1C=2CN(CCN(CCN(CC(=CC1)N2)CC(=O)O)CC(=O)O)CC(=O)O ((12-Benzyloxy-6,9-bis(carboxymethyl)-3,6,9,15-tetraazabicyclo[9.3.1]-pentadeca-1(14),11(15),12-trien-3-yl)acetic acid). RXN SMILES: [CH2:1]([O:8][C:9]1[C:10]2[CH2:11][N:12]([CH2:33][C:34]([O:36]C)=[O:35])[CH2:13][CH2:14][N:15]([CH2:28][C:29]([O:31]C)=[O:30])[CH2:16][CH2:17][N:18]([CH2:24][C:25]([OH:27])=[O:26])[CH2:19][C:20]([N:23]=2)=[CH:21][CH:22]=1)[C:2]1[CH:7]=[CH:6][CH:5]=[CH:4][CH:3]=1.[OH-].[Na+]>CO>[CH2:1]([O:8][C:9]1[C:10]2[CH2:11][N:12]([CH2:33][C:34]([OH:36])=[O:35])[CH2:13][CH2:14][N:15]([CH2:28][C:29]([OH:31])=[O:30])[CH2:16][CH2:17][N:18]([CH2:24][C:25]([OH:27])=[O:26])[CH2:19][C:20]([N:23]=2)=[CH:21][CH:22]=1)[C:2]1[CH:3]=[CH:4][CH:5]=[CH:6][CH:7]=1 |f:1.2|. Procedure details: 9 g (0.0170 mol) of the methyl ester of (12-benzyloxy-6,9-bis(methoxy-carbonylmethyl)-3,6,9,15-tetraazabicyclo[9.3.1]pentadeca-1(14),11(15),12-trien-3-yl)acetic acid are added to a solution of 50 ml of methanol and 50 ml of 5N NaOH. The combined mixture is brought to reflux for 6 h. After concentrating and neutralizing by passing through IRC50 resin, the product is hardened in isopropanol. White crystals are obtained. w=8 g.